describe an organic reaction: reactants, conditions, products, and yield From a dataset of the Open Reaction Database (ORD), a public repository of structured organic reaction records. Starting materials: FC(C1=CC=C(OC2=C(C=CC=C2)CC2CCNCC2)C=C1)(F)F ((−)-4-[(4-trifluoromethylphenoxy)phenyl]methyl-piperidine), Cl.C(C1=CC=CC=C1)(=O)C1=CC=C(OC2=C(C=CC=C2)CC2CCNCC2)C=C1 ((+/−)-4-[(4-benzoylphenoxy)phenyl]methyl-piperidine, hydrochloride). The product is FC1=CC=C(OC2=C(C=CC=C2)CC2CCNCC2)C=C1 ((−)-4-[(4-fluorophenoxy)phenyl]methyl-piperidine). RXN SMILES: [F:1]C(F)(F)C1C=CC(OC2C=CC=CC=2CC2CCNCC2)=CC=1.Cl.C([C:34]1[CH:53]=[CH:52][C:37]([O:38][C:39]2[CH:44]=[CH:43][CH:42]=[CH:41][C:40]=2[CH2:45][CH:46]2[CH2:51][CH2:50][NH:49][CH2:48][CH2:47]2)=[CH:36][CH:35]=1)(=O)C1C=CC=CC=1>>[F:1][C:34]1[CH:53]=[CH:52][C:37]([O:38][C:39]2[CH:44]=[CH:43][CH:42]=[CH:41][C:40]=2[CH2:45][CH:46]2[CH2:51][CH2:50][NH:49][CH2:48][CH2:47]2)=[CH:36][CH:35]=1 |f:1.2|. Reported procedure: (−)-4-[(4-trifluoromethylphenoxy)phenyl]methyl-piperidine, sulfate (96% ee, m.p.=85° C. (d), [α]365−15.5, c=0.508, CHCl3) Starting materials: CO, Cl, C1COCCO1, CC(C)(C)S(=O)NC1(c2nccs2)COC1. The product is Cl, NC1(c2nccs2)COC1. Reaction SMILES: [CH3:24][OH:25].[ClH:1].[O:18]1[CH2:19][CH2:20][O:21][CH2:22][CH2:23]1.[s:2]1[c:3]([C:7]2([NH:11][S:12]([C:13]([CH3:14])([CH3:15])[CH3:16])=[O:17])[CH2:8][O:9][CH2:10]2)[n:4][cH:5][cH:6]1>>[ClH:1].[s:2]1[c:3]([C:7]2([NH2:11])[CH2:8][O:9][CH2:10]2)[n:4][cH:5][cH:6]1. Reactants: CN(C(CCCCCCC\C=C/CCCCCCCC)=O)CCO (N-methyl-N-(2-hydroxyethyl)oleamide), CC(C(=O)Cl)(C)C (trimethylacetyl chloride). The product is CN(C(CCCCCCC\C=C/CCCCCCCC)=O)CCOC(C(C)(C)C)=O (N-methyl-N-(2-trimethylacetoxyethyl)oleamide). RXN SMILES: [CH3:1][N:2]([CH2:22][CH2:23][OH:24])[C:3](=[O:21])[CH2:4][CH2:5][CH2:6][CH2:7][CH2:8][CH2:9][CH2:10]/[CH:11]=[CH:12]\[CH2:13][CH2:14][CH2:15][CH2:16][CH2:17][CH2:18][CH2:19][CH3:20].[CH3:25][C:26]([CH3:31])([CH3:30])[C:27](Cl)=[O:28]>>[CH3:1][N:2]([CH2:22][CH2:23][O:24][C:27](=[O:28])[C:26]([CH3:31])([CH3:30])[CH3:25])[C:3](=[O:21])[CH2:4][CH2:5][CH2:6][CH2:7][CH2:8][CH2:9][CH2:10]/[CH:11]=[CH:12]\[CH2:13][CH2:14][CH2:15][CH2:16][CH2:17][CH2:18][CH2:19][CH3:20]. Procedure details: N-methyl-N-(2-trimethylacetoxyethyl)oleamide was prepared by the procedure of example 1 from 34 gms. (0.1 mole) of N-methyl-N-(2-hydroxyethyl)oleamide and 12 gms. (0.1 mole) trimethylacetyl chloride. The structure of the final product was characterized on the basis of IR and NMR spectral analyses as described in example 1. Starting materials: CS(C)=O, ClC(c1ccccc1)c1ccccc1, [K+], [K+], O=C1NCCN1, O=C([O-])[O-], O. The product is O=C1NCCN1C(c1ccccc1)c1ccccc1. Reaction SMILES: [CH3:28][S:29]([CH3:30])=[O:31].[CH:13]([c:14]1[cH:15][cH:16][cH:17][cH:18][cH:19]1)([c:20]1[cH:21][cH:22][cH:23][cH:24][cH:25]1)[Cl:26].[K+:7].[K+:8].[NH:1]1[C:2](=[O:6])[NH:3][CH2:4][CH2:5]1.[O-:9][C:10]([O-:11])=[O:12].[OH2:27]>>[N:1]1([CH:13]([c:14]2[cH:15][cH:16][cH:17][cH:18][cH:19]2)[c:20]2[cH:21][cH:22][cH:23][cH:24][cH:25]2)[C:2](=[O:6])[NH:3][CH2:4][CH2:5]1. Starting materials: ClC1=CC(=CC=C1)C(=O)OO (m-chloroperbenzoic acid), C(CCl)Cl (ethylene chloride), C(C)(C)(C)O (tert.-butanol), C(C)(=O)O[C@]1(C(C)=O)CC[C@H]2[C@@H]3C=CC4=CC([C@H]5[C@@H]([C@]4(C)[C@H]3[C@H](C[C@]12C)F)C5)=O (17-acetoxy-11β-fluoro-1α,2α -methylene-4,6-pregnadiene-3,20-dione). The solvent is C(C)(=O)OCC (ethyl acetate). Reaction conditions: time 48 hour. Yields the product C(C)(=O)O[C@]1(C(C)=O)CC[C@H]2[C@@H]3C=C(C4=CC(C[C@@H]([C@]4(C)[C@H]3[C@H](C[C@]12C)F)CCl)=O)Cl (17-acetoxy-6-chloro-1α-chloromethyl-11β-fluoro-4,6-pregnadiene-3,20-dione). RXN SMILES: [Cl:1]C1C=CC=C(C(OO)=O)C=1.C(O)(C)(C)C.[C:17]([O:20][C@:21]1([C@:41]2([CH3:42])[C@H:27]([C@H:28]3[C@H:38]([C@@H:39]([F:43])[CH2:40]2)[C@:36]2(C)[C:31](=[CH:32][C:33](=[O:45])[C@@H:34]4C[C@@H:35]42)[CH:30]=[CH:29]3)[CH2:26][CH2:25]1)[C:22](=[O:24])[CH3:23])(=[O:19])[CH3:18].[CH2:46]([Cl:49])[CH2:47]Cl>C(OCC)(=O)C>[C:17]([O:20][C@:21]1([C@:41]2([CH3:42])[C@H:27]([C@H:28]3[C@H:38]([C@@H:39]([F:43])[CH2:40]2)[C@:36]2([CH3:35])[C:31](=[CH:32][C:33](=[O:45])[CH2:34][C@@H:47]2[CH2:46][Cl:49])[C:30]([Cl:1])=[CH:29]3)[CH2:26][CH2:25]1)[C:22](=[O:24])[CH3:23])(=[O:19])[CH3:18]. Procedure: A solution of 4.0 g. of m-chloroperbenzoic acid in 10 ml. of tert.-butanol is combined with 700 mg. of 17-acetoxy-11β-fluoro-1α,2α -methylene-4,6-pregnadiene-3,20-dione in 60 ml. of ethylene chloride. The solution is allowed to stand for 48 hours at room temperature, then diluted with ethyl acetate, and washed in succession with sodium bisulfite solution and water. Yield: 510 mg. of 17-acetoxy-6α,7α -epoxy-11β-fluoro-1α,2α -methylene-4-pregnene-3,20dione, which is introduced into 10 ml. of glaci... Reactants: O1C(=NC2=C1C=CC=C2)C2=CC(=NC=C2)N (4-benzoxazol-2-yl-pyridin-2-ylamine), C1OC=2C=C(C=CC2O1)N=C=O (3,4-(methylenedioxy)phenyl isocyanate). Run in N1=CC=CC=C1 (pyridine). Yields the product O1COC2=C1C=CC(=C2)NC(=O)NC2=NC=CC(=C2)C=2OC1=C(N2)C=CC=C1 (1-Benzo[1,3]dioxol-5-yl-3-(4-benzoxazol-2-yl-pyridin-2-yl)-urea). As a reaction SMILES: [O:1]1[C:5]2[CH:6]=[CH:7][CH:8]=[CH:9][C:4]=2[N:3]=[C:2]1[C:10]1[CH:15]=[CH:14][N:13]=[C:12]([NH2:16])[CH:11]=1.[CH2:17]1[O:25][C:24]2[CH:23]=[CH:22][C:21]([N:26]=[C:27]=[O:28])=[CH:20][C:19]=2[O:18]1>N1C=CC=CC=1>[O:25]1[C:24]2[CH:23]=[CH:22][C:21]([NH:26][C:27]([NH:16][C:12]3[CH:11]=[C:10]([C:2]4[O:1][C:5]5[CH:6]=[CH:7][CH:8]=[CH:9][C:4]=5[N:3]=4)[CH:15]=[CH:14][N:13]=3)=[O:28])=[CH:20][C:19]=2[O:18][CH2:17]1. Procedure: A microwave vial was charged with 4-benzoxazol-2-yl-pyridin-2-ylamine (0.05 g, 0.2 mmol), 3,4-(methylenedioxy)phenyl isocyanate (0.04 g, 0.2 mmol) and 1 mL of pyridine. The mixture was subjected to microwave irradiation at 160° C. for 15 minutes. Upon cooling, a precipitate formed. The solid was filtered and then triturated with hot methanol. The undissolved material was filtered, and the precipitate that formed in the mother liquor was filtered and dried to afford the desired product as a white...